This data is from the Open Reaction Database (ORD), a public repository of structured organic reaction records. The task is: describe an organic reaction: reactants, conditions, products, and yield The reactants are OC1C(CCC2=CC(=CC=C12)OCC=1N=C(OC1C)C1=CC=CC=C1)C(=O)OC (methyl 1-hydroxy-6-(5-methyl-2-phenyl-4-oxazolylmethoxy)-1,2,3,4-tetrahydronaphthalene-2-carboxylate). Solvent: ClCCl (dichloromethane). Run at time 1 hour. Yields the product CC1=C(N=C(O1)C1=CC=CC=C1)COC=1C=C2CCC(=CC2=CC1)C(=O)OC (methyl 6-(5-methyl-2-phenyl-4-oxazolylmethoxy)-3,4-dihydronaphthalene-2-carboxylate). The yield is 82.5%. RXN SMILES: O[CH:2]1[C:11]2[C:6](=[CH:7][C:8]([O:12][CH2:13][C:14]3[N:15]=[C:16]([C:20]4[CH:25]=[CH:24][CH:23]=[CH:22][CH:21]=4)[O:17][C:18]=3[CH3:19])=[CH:9][CH:10]=2)[CH2:5][CH2:4][CH:3]1[C:26]([O:28][CH3:29])=[O:27]>ClCCl>[CH3:19][C:18]1[O:17][C:16]([C:20]2[CH:25]=[CH:24][CH:23]=[CH:22][CH:21]=2)=[N:15][C:14]=1[CH2:13][O:12][C:8]1[CH:7]=[C:6]2[C:11](=[CH:10][CH:9]=1)[CH:2]=[C:3]([C:26]([O:28][CH3:29])=[O:27])[CH2:4][CH2:5]2. Procedure: Boron trifluoride diethyl ether complex (4.14 g) was added dropwise to a solution of methyl 1-hydroxy-6-(5-methyl-2-phenyl-4-oxazolylmethoxy)-1,2,3,4-tetrahydronaphthalene-2-carboxylate (5.46 g) in dichloromethane (200 ml) at 0° C. The mixture was stirred at room temperature for 1 hour. Then, the reaction mixture was washed with water, dried over magnesium sulfate, and concentrated. The residue was subjected to column chromatography on silica gel. The fractions eluted with chloroform gave methyl... The reactants are COP(OC)(=O)CC(C(CCCC)(F)F)=O (dimethyl(3,3-difluoro-2-oxoheptyl)phosphonate), [H-].[Li+] (lithium hydride), C(C)(=O)O[C@H]1C[C@H]([C@@H]([C@H]1CCCCCCC(=O)OC)C=O)OC1OCCCC1 (methyl 7-[(1R,2R,3R,5S)-5-acetoxy-2-formyl-3-(2-tetrahydropyranyloxy)cyclopentyl]heptanate), O (water). Solvent: COC(C)(C)C (t-butyl methyl ether), COC(C)(C)C (t-butyl methyl ether). Conditions: time 6 hour. Product: C(C)(=O)O[C@H]1C[C@H]([C@@H]([C@H]1CCCCCCC(=O)OC)\C=C\C(C(CCCC)(F)F)=O)OC1OCCCC1 (methyl 7-[(1R,2R,3R,5S)-5-acetoxy-2-((E)-4,4-difluoro-3-oxo-1-octenyl)-3-(2-tetrahydropyranyloxy)cyclopentyl]heptanate). Isolated yield 21.3%. As a reaction SMILES: COP([CH2:7][C:8](=[O:16])[C:9]([F:15])([F:14])[CH2:10][CH2:11][CH2:12][CH3:13])(=O)OC.[H-].[Li+].[C:19]([O:22][C@@H:23]1[C@H:27]([CH2:28][CH2:29][CH2:30][CH2:31][CH2:32][CH2:33][C:34]([O:36][CH3:37])=[O:35])[C@@H:26]([CH:38]=O)[C@H:25]([O:40][CH:41]2[CH2:46][CH2:45][CH2:44][CH2:43][O:42]2)[CH2:24]1)(=[O:21])[CH3:20].O>COC(C)(C)C>[C:19]([O:22][C@@H:23]1[C@H:27]([CH2:28][CH2:29][CH2:30][CH2:31][CH2:32][CH2:33][C:34]([O:36][CH3:37])=[O:35])[C@@H:26](/[CH:38]=[CH:7]/[C:8](=[O:16])[C:9]([F:14])([F:15])[CH2:10][CH2:11][CH2:12][CH3:13])[C@H:25]([O:40][CH:41]2[CH2:46][CH2:45][CH2:44][CH2:43][O:42]2)[CH2:24]1)(=[O:21])[CH3:20] |f:1.2|. Procedure details: To a solution of dimethyl (3,3-difluoro-2-oxoheptyl)phosphonate (1) (1.051 g, 4.070 mmol) in anhydrous t-butyl methyl ether (16 ml), lithium hydride (30.3 mg, 3.81 mmol) was added and the mixture was stirred for approximately 6 hours at room temperature. A solution of methyl 7-[(1R,2R,3R,5S)-5-acetoxy-2-formyl-3-(2-tetrahydro pyranyloxy)cyclopentyl]heptanate (2) (0.903 g, 2.27 mmol) in anhydrous t-butyl methyl ether (3 ml) was added thereto, and the mixed solution was heat refluxed for approxima... Reactants: Br, Nc1ccn(C2CC(O)C(CO)O2)c(=O)n1, O. Product: Nc1nc(=O)n(C2CC(O)C(CO)O2)cc1O. As a reaction SMILES: [Br:1].[NH2:2][c:3]1[cH:4][cH:5][n:6]([CH:7]2[CH2:8][CH:9]([OH:10])[CH:11]([CH2:12][OH:13])[O:14]2)[c:15](=[O:16])[n:17]1.[OH2:18]>>[NH2:2][c:3]1[c:4]([OH:18])[cH:5][n:6]([CH:7]2[CH2:8][CH:9]([OH:10])[CH:11]([CH2:12][OH:13])[O:14]2)[c:15](=[O:16])[n:17]1. The product is BrC=1C=CC(=C(C=NCC(OC)OC)C1)F (5-bromo-2-fluorobenzylidene-2,2-dimethoxyethylamine). Solvent: C1(=CC=CC=C1)C (toluene). Reactants: BrC=1C=CC(=C(C=O)C1)F (5-bromo-2-fluorobenzaldehyde), COC(CN)OC (2,2-dimethoxy-ethylamine). Reaction SMILES: [Br:1][C:2]1[CH:3]=[CH:4][C:5]([F:10])=[C:6]([CH:9]=1)[CH:7]=O.[CH3:11][O:12][CH:13]([O:16][CH3:17])[CH2:14][NH2:15]>C1(C)C=CC=CC=1>[Br:1][C:2]1[CH:3]=[CH:4][C:5]([F:10])=[C:6]([CH:9]=1)[CH:7]=[N:15][CH2:14][CH:13]([O:16][CH3:17])[O:12][CH3:11]. Reported procedure: A mixture of 5-bromo-2-fluorobenzaldehyde (15 g, 74 mmol) and 2,2-dimethoxy-ethylamine (7.77 g, 74 mmol) in toluene (142 mL) was heated to reflux for 30 minutes using a Dean-Stark trap to remove water. The solution was then concentrated under vacuum to provide 5-bromo-2-fluorobenzylidene-2,2-dimethoxyethylamine. 5-Bromo-2-fluorobenzylidene-2,2-dimethoxyethylamine and cold concentrated sulfuric acid (28 mL) were added separately, dropwise, over a period of 20 minutes to concentrated sulfuric acid... The reactants are CC1=CC(=NN1)C1=CC(=C(C=C1)C)[N+](=O)[O-] (5-Methyl-3-(4-methyl-3-nitro-phenyl)-1H-pyrazole), BrCCO[Si](C)(C)C(C)(C)C (2-bromoethoxy tertbutyldimethylsilane), C(=O)([O-])[O-].[Cs+].[Cs+] (Cs2CO3), [Na+].[I-] (NaI). The solvent is CN1CCCC1=O (NMP), CCOC(=O)C (EtOAc). Product: C(C)(C)(C)[Si](OCCN1N=C(C=C1C)C1=CC(=C(C=C1)C)[N+](=O)[O-])(C)C (1-[2-(tert-butyl-dimethyl-silanyloxy)-ethyl]-5-methyl-3-(4-methyl-3-nitro-phenyl)-1H-pyrazole). Reaction SMILES: [CH3:1][C:2]1[NH:6][N:5]=[C:4]([C:7]2[CH:12]=[CH:11][C:10]([CH3:13])=[C:9]([N+:14]([O-:16])=[O:15])[CH:8]=2)[CH:3]=1.Br[CH2:18][CH2:19][O:20][Si:21]([C:24]([CH3:27])([CH3:26])[CH3:25])([CH3:23])[CH3:22].C([O-])([O-])=O.[Cs+].[Cs+].[Na+].[I-]>CN1C(=O)CCC1.CCOC(C)=O>[C:24]([Si:21]([CH3:23])([CH3:22])[O:20][CH2:19][CH2:18][N:6]1[C:2]([CH3:1])=[CH:3][C:4]([C:7]2[CH:12]=[CH:11][C:10]([CH3:13])=[C:9]([N+:14]([O-:16])=[O:15])[CH:8]=2)=[N:5]1)([CH3:27])([CH3:26])[CH3:25] |f:2.3.4,5.6|. Reported procedure: A solution of 5-Methyl-3-(4-methyl-3-nitro-phenyl)-1H-pyrazole, 2-bromoethoxy tertbutyldimethylsilane, Cs2CO3 and NaI in NMP was heated in a microwave oven at 100° C. for 1 hour, and then cooled to room temperature. The reaction mixture was diluted with EtOAc, washed with water and brine, dried over Na2SO4, filtered, and concentrated under reduced pressure. The residue was purified by “flash chromatography” (0 to 30% EtOAc in hexanes to give 867 mg of 1-[2-(tert-butyl-dimethyl-silanyloxy)-ethyl]... Reactants: CCOC(=O)C(C)(C)CCCBr, CO, ClCCl. The product is CC(C)(CO)CCCBr. RXN SMILES: [Br:1][CH2:2][CH2:3][CH2:4][C:5]([C:6](=[O:7])[O:8][CH2:9][CH3:10])([CH3:11])[CH3:12].[CH3:13][OH:14].[Cl:15][CH2:16][Cl:17]>>[Br:1][CH2:2][CH2:3][CH2:4][C:5]([CH2:6][OH:7])([CH3:11])[CH3:12]. Reactants: O=Cc1cnc(NC2CCN(Cc3ccccc3)C2)c(F)c1, C1CCOC1, CCOC(=O)CP(=O)(OC)OC, CCOC(C)=O, [Cl-], [H-], [Na+], [Na+]. The product is CCOC(=O)C=Cc1cnc(NC2CCN(Cc3ccccc3)C2)c(F)c1. RXN SMILES: [CH2:15]([c:16]1[cH:17][cH:18][cH:19][cH:20][cH:21]1)[N:22]1[CH2:23][CH:24]([NH:27][c:28]2[n:29][cH:30][c:31]([CH:32]=[O:33])[cH:34][c:35]2[F:36])[CH2:25][CH2:26]1.[CH2:39]1[O:40][CH2:41][CH2:42][CH2:43]1.[CH3:3][O:4][P:5]([O:6][CH3:7])(=[O:8])[CH2:9][C:10](=[O:11])[O:12][CH2:13][CH3:14].[CH3:44][CH2:45][O:46][C:47]([CH3:48])=[O:49].[Cl-:37].[H-:1].[Na+:2].[Na+:38]>>[CH:9]([C:10](=[O:11])[O:12][CH2:13][CH3:14])=[CH:32][c:31]1[cH:30][n:29][c:28]([NH:27][CH:24]2[CH2:23][N:22]([CH2:15][c:16]3[cH:17][cH:18][cH:19][cH:20][cH:21]3)[CH2:26][CH2:25]2)[c:35]([F:36])[cH:34]1.